From a dataset of the Open Reaction Database (ORD), a public repository of structured organic reaction records. describe an organic reaction: reactants, conditions, products, and yield Product: CC(C)(C)c1ccc(N)cc1OCCO[Si](C)(C)C(C)(C)C. RXN SMILES: [C:1]([CH3:2])([CH3:3])([CH3:4])[Si:5]([CH3:6])([CH3:7])[O:8][CH2:9][CH2:10][O:11][c:12]1[c:13]([C:21]([CH3:22])([CH3:23])[CH3:24])[cH:14][cH:15][c:16]([N+:18]([O-:19])=[O:20])[cH:17]1.[CH3:28][CH2:29][OH:30].[Ca+2:27].[Cl-:25].[Cl-:26].[Fe:32].[OH2:31]>>[C:1]([CH3:2])([CH3:3])([CH3:4])[Si:5]([CH3:6])([CH3:7])[O:8][CH2:9][CH2:10][O:11][c:12]1[c:13]([C:21]([CH3:22])([CH3:23])[CH3:24])[cH:14][cH:15][c:16]([NH2:18])[cH:17]1. The reactants are CC(C)(C)c1ccc([N+](=O)[O-])cc1OCCO[Si](C)(C)C(C)(C)C, CCO, [Ca+2], [Cl-], [Cl-], [Fe], O.